Dataset: the Open Reaction Database (ORD), a public repository of structured organic reaction records. Task: describe an organic reaction: reactants, conditions, products, and yield Reactants: N([C@@H](CC(C)C)C(=O)NCC(=O)O)C(=O)OC(C)(C)C (Boc-Leu-Gly-OH), N(CC(=O)ON1C(=O)CCC1=O)C(=O)OC(C)(C)C (Boc-Gly-OSu). Product: N(CC(=O)N[C@@H](CC(C)C)C(=O)NCC(=O)O)C(=O)OC(C)(C)C (Boc-Gly-Leu-Gly-OH). Yield: 60.9%. RXN SMILES: [NH:1]([C:14]([O:16]C(C)(C)C)=O)[C@H:2]([C:7]([NH:9][CH2:10][C:11]([OH:13])=[O:12])=[O:8])[CH2:3][CH:4]([CH3:6])[CH3:5].[NH:21]([C:33]([O:35][C:36]([CH3:39])([CH3:38])[CH3:37])=[O:34])[CH2:22]C(ON1C(=O)CCC1=O)=O>>[NH:21]([C:33]([O:35][C:36]([CH3:39])([CH3:38])[CH3:37])=[O:34])[CH2:22][C:14]([NH:1][C@H:2]([C:7]([NH:9][CH2:10][C:11]([OH:13])=[O:12])=[O:8])[CH2:3][CH:4]([CH3:5])[CH3:6])=[O:16]. Procedure details: By using 6.41 g of Boc-Leu-Gly-OH and 6.04 g of Boc-Gly-OSu, and the same procedure as in Reference Example 31 was repaeted to obtain 4.67 g (yield: 61.4%) of the above-mentioned objective product. Product: O[C@H](C1=CC=CC=C1)P(OCC)(OCC)=O (diethyl (S)-hydroxy-phenylmethylphosphonate), final product. Reactants: Cl (hydrochloric acid), P(OCC)(OCC)[O-] (diethyl phosphite), C(C1=CC=CC=C1)=O (benzaldehyde). As a reaction SMILES: [P:1]([O-:8])([O:5][CH2:6][CH3:7])[O:2][CH2:3][CH3:4].[CH:9](=[O:16])[C:10]1[CH:15]=[CH:14][CH:13]=[CH:12][CH:11]=1.Cl>>[OH:16][C@@H:9]([P:1](=[O:8])([O:5][CH2:6][CH3:7])[O:2][CH2:3][CH3:4])[C:10]1[CH:15]=[CH:14][CH:13]=[CH:12][CH:11]=1. Procedure: The solution of ALB in tetrahydrofuran (0.1M, 0.40 ml) obtained in Example 1 was concentrated at room temperature for 1 hour under reduced pressure, then 0.4 ml of toluene was added thereto under an argon atmosphere. To this solution was added diethyl phosphite (0.40 mmol) at room temperature. After stirring at room temperature for 30 minutes, the reaction vessel was cooled to -40° C., and it was maintained at this temperature for 15 minutes. Then, benzaldehyde (0.40 mmol) was added thereto. Aft... The yield is 39.0%. Reaction conditions: time 30 minute. Reactants: O=C1CCC(=O)N1Br, O=C(OOC(=O)c1ccccc1)c1ccccc1, Cc1cc(Cl)c(C(=O)c2ccc3ccccc3c2)c(Cl)c1, c1ccccc1. The product is O=C(c1ccc2ccccc2c1)c1c(Cl)cc(CBr)cc1Cl. As a reaction SMILES: [Br:40][N:41]1[C:42](=[O:43])[CH2:44][CH2:45][C:46]1=[O:47].[C:22]([O:23][O:24][C:25](=[O:26])[c:27]1[cH:28][cH:29][cH:30][cH:31][cH:32]1)(=[O:33])[c:34]1[cH:35][cH:36][cH:37][cH:38][cH:39]1.[cH:1]1[c:2]([C:11](=[O:12])[c:13]2[c:14]([Cl:21])[cH:15][c:16]([CH3:20])[cH:17][c:18]2[Cl:19])[cH:3][cH:4][c:5]2[cH:6][cH:7][cH:8][cH:9][c:10]12.[cH:48]1[cH:49][cH:50][cH:51][cH:52][cH:53]1>>[cH:1]1[c:2]([C:11](=[O:12])[c:13]2[c:14]([Cl:21])[cH:15][c:16]([CH2:20][Br:40])[cH:17][c:18]2[Cl:19])[cH:3][cH:4][c:5]2[cH:6][cH:7][cH:8][cH:9][c:10]12. Starting materials: Br.N1C=CC2=CC=NC=C12 (6-azaindole hydrobromide), ClC1=NC=C(C=C1)C#CC=1N=C(SC1)C (2-chloro-5-[(2-methyl-1,3-thiazol-4-yl)ethynyl]pyridine), C([O-])([O-])=O.[Cs+].[Cs+] (cesium carbonate). Run in CN(C)C=O (DMF). Run at temperature 120 celsius. Product: CC=1SC=C(N1)C#CC=1C=CC(=NC1)N1C=CC=2C1=CN=CC2 (1-{5-[(2-methyl-1,3-thiazol-4-yl)ethynyl]pyridin-2-yl}-1H-pyrrolo[2,3-c]pyridine). As a reaction SMILES: Br.[NH:2]1[C:10]2[C:5](=[CH:6][CH:7]=[N:8][CH:9]=2)[CH:4]=[CH:3]1.Cl[C:12]1[CH:17]=[CH:16][C:15]([C:18]#[C:19][C:20]2[N:21]=[C:22]([CH3:25])[S:23][CH:24]=2)=[CH:14][N:13]=1.C(=O)([O-])[O-].[Cs+].[Cs+]>CN(C=O)C>[CH3:25][C:22]1[S:23][CH:24]=[C:20]([C:19]#[C:18][C:15]2[CH:16]=[CH:17][C:12]([N:2]3[C:10]4=[CH:9][N:8]=[CH:7][CH:6]=[C:5]4[CH:4]=[CH:3]3)=[N:13][CH:14]=2)[N:21]=1 |f:0.1,3.4.5|. Procedure details: 6-azaindole hydrobromide (198 mg, 1.0 mmol), 2-chloro-5-[(2-methyl-1,3-thiazol-4-yl)ethynyl]pyridine (1.0 mmol, 234 mg), and cesium carbonate (3.2 mmol, 1.04 g) were combined in DMF (15 mL) and heated at 120° C. for 18 hrs. The reaction was cooled to room temperature and partitioned in a separatory funnel with 1:1 hexanes:EtOAc (100 mL) and water (50 mL). The organic layer was washed with 5% NaCl (4×25 mL), then dried over MgSO4, filtered, and concentrated in vacuo. The crude residue was purifie... Starting materials: O[C@H]1[C@H](CCC1)NC(C1=C(C=CC=C1)N1N=CC=N1)=O (N-[(1S,2R)-2-hydroxycyclopentyl]-2-(2H-1,2,3-triazol-2-yl)benzamide), Cl.N[C@@H]1[C@H](CCC1)O ((1S,2S)-2-aminocyclopentan-1-ol hydrochloride), CCN(C(C)C)C(C)C (DIPEA), O[C@H]1[C@H](CCC1)NC(C1=C(C=CC=C1)N1N=CC=N1)=O (N-[(1S,2R)-2-hydroxycyclopentyl]-2-(2H-1,2,3-triazol-2-yl)benzamide), N=1N(N=CC1)C1=C(C(=O)O)C=CC=C1 (2-(2H-1,2,3-triazol-2-yl)benzoic acid). Yields the product O[C@@H]1[C@H](CCC1)NC(C1=C(C=CC=C1)N1N=CC=N1)=O (N-[(1S,2S)-2-Hydroxycyclopentyl]-2-(2H-1,2,3-triazol-2-yl)benzamide). RXN SMILES: [OH:1][C@@H:2]1[CH2:6][CH2:5][CH2:4][C@@H:3]1[NH:7][C:8](=[O:20])[C:9]1[CH:14]=[CH:13][CH:12]=[CH:11][C:10]=1[N:15]1[N:19]=[CH:18][CH:17]=[N:16]1.N1N(C2C=CC=CC=2C(O)=O)N=CC=1.Cl.N[C@H]1CCC[C@@H]1O.CCN(C(C)C)C(C)C>>[OH:1][C@H:2]1[CH2:6][CH2:5][CH2:4][C@@H:3]1[NH:7][C:8](=[O:20])[C:9]1[CH:14]=[CH:13][CH:12]=[CH:11][C:10]=1[N:15]1[N:16]=[CH:17][CH:18]=[N:19]1 |f:2.3|. Reported procedure: Prepared according to the procedure for N-[(1S,2R)-2-hydroxycyclopentyl]-2-(2H-1,2,3-triazol-2-yl)benzamide (Intermediate 10) from 2-(2H-1,2,3-triazol-2-yl)benzoic acid (CAS number 1001401-62-2; 531 mg, 2.81 mmol), (1S,2S)-2-aminocyclopentan-1-ol hydrochloride (CAS number 68327-04-8; 368 mg, 2.67 mmol) and DIPEA (1401 μl, 8.02 mmol) to afford the title compound. Starting materials: C(C)(C)(C)OC(CCSCC(COC(NCCCCCCCCCCCCCCCCCC)=O)OC(NCCCCCCCCCCCCCCCCCC)=O)=O (6,7-bis(octadecylcarbamoyloxy)-4-thiaheptanoic acid t-butyl ester), Example 7, ClCCl (dichloromethane). Run in FC(C(=O)O)(F)F (trifiuoroacetic acid). Conditions: time 1 hour. The product is C(CCCCCCCCCCCCCCCCC)NC(=O)OC(CSCCC(=O)O)COC(NCCCCCCCCCCCCCCCCCC)=O (6,7-bis(octadecylcarbamoyloxy)-4-thiaheptanoic acid). Yield: 99.0%. As a reaction SMILES: C([O:5][C:6](=[O:57])[CH2:7][CH2:8][S:9][CH2:10][CH:11]([O:35][C:36](=[O:56])[NH:37][CH2:38][CH2:39][CH2:40][CH2:41][CH2:42][CH2:43][CH2:44][CH2:45][CH2:46][CH2:47][CH2:48][CH2:49][CH2:50][CH2:51][CH2:52][CH2:53][CH2:54][CH3:55])[CH2:12][O:13][C:14](=[O:34])[NH:15][CH2:16][CH2:17][CH2:18][CH2:19][CH2:20][CH2:21][CH2:22][CH2:23][CH2:24][CH2:25][CH2:26][CH2:27][CH2:28][CH2:29][CH2:30][CH2:31][CH2:32][CH3:33])(C)(C)C.ClCCl>FC(F)(F)C(O)=O>[CH2:38]([NH:37][C:36]([O:35][CH:11]([CH2:12][O:13][C:14](=[O:34])[NH:15][CH2:16][CH2:17][CH2:18][CH2:19][CH2:20][CH2:21][CH2:22][CH2:23][CH2:24][CH2:25][CH2:26][CH2:27][CH2:28][CH2:29][CH2:30][CH2:31][CH2:32][CH3:33])[CH2:10][S:9][CH2:8][CH2:7][C:6]([OH:57])=[O:5])=[O:56])[CH2:39][CH2:40][CH2:41][CH2:42][CH2:43][CH2:44][CH2:45][CH2:46][CH2:47][CH2:48][CH2:49][CH2:50][CH2:51][CH2:52][CH2:53][CH2:54][CH3:55]. Procedure: A solution of 6,7-bis(octadecylcarbamoyloxy)-4-thiaheptanoic acid t-butyl ester as obtained in Reference Example 7 (1010 mg) in trifiuoroacetic acid (3 ml)-dichloromethane (0.5 ml) was stirred at room temperature for 1 hour, followed by solvent concentration under reduced pressure, to yield the title compound (938 mg, yield 99%) as a colorless solid. The reactants are C[Si](C)(C)CCOCCl (SEM-chloride), O (water), FC1=C(C(=O)NC)C=CC(=C1)I (2-fluoro-4-iodo-N-methylbenzamide), ice, [H-].[Na+] (NaH). The solvent is CN(C)C=O (DMF), CN(C)C=O (DMF). Conditions: time 0.5 hour. Product: FC1=C(C(=O)N(COCC[Si](C)(C)C)C)C=CC(=C1)I (2-fluoro-4-iodo-N-methyl-N-[2-(trimethylsilyl)ethoxymethyl]benzamide). Isolated yield 84.0%. Reaction SMILES: [F:1][C:2]1[CH:11]=[C:10]([I:12])[CH:9]=[CH:8][C:3]=1[C:4]([NH:6][CH3:7])=[O:5].[H-].[Na+].[CH3:15][Si:16]([CH2:19][CH2:20][O:21][CH2:22]Cl)([CH3:18])[CH3:17].O>CN(C=O)C>[F:1][C:2]1[CH:11]=[C:10]([I:12])[CH:9]=[CH:8][C:3]=1[C:4]([N:6]([CH3:7])[CH2:22][O:21][CH2:20][CH2:19][Si:16]([CH3:18])([CH3:17])[CH3:15])=[O:5] |f:1.2|. Procedure details: A mixture of 4-amino-2-fluoro-N-methylbenzamide (1.68 g, 10 mmol), H2SO4 (0.68 mL) and water (13 mL) was gently heated until all components were completely dissolved. The mixture was cooled under stirring to 0-5° C., and NaNO2 (0.7 g, 10 mmol) dissolved in water (2 mL) was then added dropwise. The resulting mixture was stirred at 0-5° C. for 0.5 h and then slowly poured into a solution of KI (5 g) in cold water (20 mL). The solution was then heated up to 80° C. and stirred for 0.5 h. After cooli...